From a dataset of the Open Reaction Database (ORD), a public repository of structured organic reaction records. describe an organic reaction: reactants, conditions, products, and yield The reactants are ClCCCCN(C(=O)OCC)C1=C(C(=O)OC)C=CC(=C1)[N+](=O)[O-] (methyl 2-[N-(4-chlorobutyl)-N-ethoxycarbonylamino]-4-nitrobenzoate), Cl.C1(=CC=CC=C1)C=1CCNCC1 (4-phenyl-1,2,3,6-tetrahydropyridine hydrochloride), [I-].[Na+] (sodium iodide), C([O-])([O-])=O.[K+].[K+] (potassium carbonate), ice water. Run in CN(C=O)C (dimethylformamide). Run at temperature 80 celsius, time 16 hour. Yields the product C1(=CC=CC=C1)C=1CCN(CC1)CCCCN(C(=O)OCC)C1=C(C(=O)OC)C=CC(=C1)[N+](=O)[O-] (methyl 2-[N-{4-(4-phenyl-1,2,3,6-tetrahydropyridin-1-yl)butyl}-N-ethoxycarbonylamino]-4-nitrobenzoate). Isolated yield 53.5%. As a reaction SMILES: Cl[CH2:2][CH2:3][CH2:4][CH2:5][N:6]([C:12]1[CH:21]=[C:20]([N+:22]([O-:24])=[O:23])[CH:19]=[CH:18][C:13]=1[C:14]([O:16][CH3:17])=[O:15])[C:7]([O:9][CH2:10][CH3:11])=[O:8].Cl.[C:26]1([C:32]2[CH2:33][CH2:34][NH:35][CH2:36][CH:37]=2)[CH:31]=[CH:30][CH:29]=[CH:28][CH:27]=1.[I-].[Na+].C(=O)([O-])[O-].[K+].[K+]>CN(C)C=O>[C:26]1([C:32]2[CH2:37][CH2:36][N:35]([CH2:2][CH2:3][CH2:4][CH2:5][N:6]([C:12]3[CH:21]=[C:20]([N+:22]([O-:24])=[O:23])[CH:19]=[CH:18][C:13]=3[C:14]([O:16][CH3:17])=[O:15])[C:7]([O:9][CH2:10][CH3:11])=[O:8])[CH2:34][CH:33]=2)[CH:31]=[CH:30][CH:29]=[CH:28][CH:27]=1 |f:1.2,3.4,5.6.7|. Procedure details: A mixture of methyl 2-[N-(4-chlorobutyl)-N-ethoxycarbonylamino]-4-nitrobenzoate (2.20 g), 4-phenyl-1,2,3,6-tetrahydropyridine hydrochloride (1.32 g), sodium iodide (921 mg), and potassium carbonate (1.69 g) in dry dimethylformamide (30 ml) was stirred at 80° C. for 16 hours. The reaction mixture was poured into ice-water, extracted with ethyl acetate. Combined organic extract was washed in turn with water and brine, dried over magnesium sulfate, and evaporated. The crude residue was chromatograp... Reactants: NC1=C(C=CC=C1Cl)C1=NN=NN1 (5-(2-amino-3-chlorophenyl)tetrazole), N(=O)[O-].[Na+] (NaNO2), Cl (HCl), C(=O)(O)[O-].[Na+] (NaHCO3). Yields the product ClC1=CC=CC=2C=3N(N=NC21)N=NN3 (7-Chlorotetrazolo[4,5-C][1,2,3]benzotriazine). Yield: 80.5%. RXN SMILES: [NH2:1][C:2]1[C:7]([Cl:8])=[CH:6][CH:5]=[CH:4][C:3]=1[C:9]1[NH:13][N:12]=[N:11][N:10]=1.[N:14]([O-])=O.[Na+].Cl.C([O-])(O)=O.[Na+]>>[Cl:8][C:7]1[C:2]2[N:1]=[N:14][N:10]3[N:11]=[N:12][N:13]=[C:9]3[C:3]=2[CH:4]=[CH:5][CH:6]=1 |f:1.2,4.5|. Procedure: This compound was prepared from 1 g of 5-(2-amino-3-chlorophenyl)tetrazole, 0.45 g of NaNO2, and concentrated HCl by the procedure described in Example 1. The reaction mixture was made basic with aqueous NaHCO3 and extracted with chloroform as before. The combined and dried extracts were concentrated under a stream of nitrogen at room temperature. The residue was washed with hexane and air dried to yield 0.85 g of a cream colored solid identified by thin layer chromatographic analysis and infrar... Reagents/catalysts: C=1C=CC(=CC1)[P](C=2C=CC=CC2)(C=3C=CC=CC3)[Pd]([P](C=4C=CC=CC4)(C=5C=CC=CC5)C=6C=CC=CC6)([P](C=7C=CC=CC7)(C=8C=CC=CC8)C=9C=CC=CC9)[P](C=1C=CC=CC1)(C=1C=CC=CC1)C=1C=CC=CC1 (tetrakis(triphenylphosphine)palladium). Solvent: O (water), O (water), O1CCOCC1 (dioxane). Reaction SMILES: [CH2:1]([O:8][C:9]1[CH:14]=[CH:13][C:12](B(O)O)=[CH:11][CH:10]=1)[C:2]1[CH:7]=[CH:6][CH:5]=[CH:4][CH:3]=1.C(=O)([O-])[O-].[Na+].[Na+].Br[C:25]1[CH:26]=[C:27]2[C:31](=[CH:32][C:33]=1[Cl:34])[N:30]([CH2:35][O:36][CH2:37][CH2:38][Si:39]([CH3:42])([CH3:41])[CH3:40])[N:29]=[C:28]2[NH:43][C:44](=[O:48])[CH2:45][CH2:46][CH3:47].C(OCC)(=O)C>O.O1CCOCC1.C1C=CC([P]([Pd]([P](C2C=CC=CC=2)(C2C=CC=CC=2)C2C=CC=CC=2)([P](C2C=CC=CC=2)(C2C=CC=CC=2)C2C=CC=CC=2)[P](C2C=CC=CC=2)(C2C=CC=CC=2)C2C=CC=CC=2)(C2C=CC=CC=2)C2C=CC=CC=2)=CC=1>[Cl:34][C:33]1[CH:32]=[C:31]2[C:27]([C:28]([NH:43][C:44](=[O:48])[CH2:45][CH2:46][CH3:47])=[N:29][N:30]2[CH2:35][O:36][CH2:37][CH2:38][Si:39]([CH3:42])([CH3:40])[CH3:41])=[CH:26][C:25]=1[C:12]1[CH:13]=[CH:14][C:9]([O:8][CH2:1][C:2]2[CH:7]=[CH:6][CH:5]=[CH:4][CH:3]=2)=[CH:10][CH:11]=1 |f:1.2.3,^1:65,67,86,105|. Yield: 95.4%. The reactants are C(C)(=O)OCC (ethyl acetate), C(C1=CC=CC=C1)OC1=CC=C(C=C1)B(O)O (4-benzyloxyphenylboronic acid), C([O-])([O-])=O.[Na+].[Na+] (sodium carbonate), BrC=1C=C2C(=NN(C2=CC1Cl)COCC[Si](C)(C)C)NC(CCC)=O (N-[5-bromo-6-chloro-1-[[2-(trimethylsilyl)ethoxy]methyl]-1H-indazol-3-yl]butanamide). Procedure details: 1.54 g of 4-benzyloxyphenylboronic acid, 1.32 g of sodium carbonate in 20 cm3 of water and 404 mg of tetrakis(triphenylphosphine)palladium are added to 2 g of N-[5-bromo-6-chloro-1-[[2-(trimethylsilyl)ethoxy]methyl]-1H-indazol-3-yl]butanamide, described in Example 58, in 100 cm3 of dioxane. The mixture is refluxed for 18 hours, the temperature is then allowed to return to room temperature to add 75 cm3 of ethyl acetate and 50 cm3 of water, and the reaction medium is filtered through a sinter fun... The product is ClC1=C(C=C2C(=NN(C2=C1)COCC[Si](C)(C)C)NC(CCC)=O)C1=CC=C(C=C1)OCC1=CC=CC=C1 (N-[6-chloro-5-[4-(phenylmethoxy)phenyl]-1-[[2-(trimethylsilyl)ethoxy]methyl]-1H-indazol-3-yl]butanamide). The reactants are CN1CCCC1=O, O=C(c1ccc(Cl)cc1)n1c(=S)oc2ccccc21, Cl, NC(Cc1cc2cc(O)ccc2[nH]c1=O)C(=O)O. Reaction SMILES: [CH3:39][N:40]1[CH2:41][CH2:42][CH2:43][C:44]1=[O:45].[Cl:20][c:21]1[cH:22][cH:23][c:24]([C:25](=[O:26])[n:27]2[c:28]3[cH:29][cH:30][cH:31][cH:32][c:33]3[o:34][c:35]2=[S:36])[cH:37][cH:38]1.[ClH:1].[NH2:2][CH:3]([C:4](=[O:5])[OH:6])[CH2:7][c:8]1[c:9](=[O:19])[nH:10][c:11]2[cH:12][cH:13][c:14]([OH:18])[cH:15][c:16]2[cH:17]1>>[NH:2]([CH:3]([C:4](=[O:5])[OH:6])[CH2:7][c:8]1[c:9](=[O:19])[nH:10][c:11]2[cH:12][cH:13][c:14]([OH:18])[cH:15][c:16]2[cH:17]1)[C:25]([c:24]1[cH:23][cH:22][c:21]([Cl:20])[cH:38][cH:37]1)=[O:26]. Yields the product O=C(NC(Cc1cc2cc(O)ccc2[nH]c1=O)C(=O)O)c1ccc(Cl)cc1. The reactants are CC(C)c1ncc[nH]1, CCc1nc2c(F)ccc(OCC(=O)OC)c2c(OC(F)F)c1Cc1ccc(B(O)O)cc1. Yields the product CCc1nc2c(F)ccc(OCC(=O)OC)c2c(OC(F)F)c1Cc1ccc(-n2ccnc2C(C)C)cc1. Reaction SMILES: [CH:34]([CH3:35])([CH3:36])[c:37]1[nH:38][cH:39][cH:40][n:41]1.[F:1][CH:2]([O:3][c:4]1[c:5]([CH2:23][c:24]2[cH:25][cH:26][c:27]([B:30]([OH:31])[OH:32])[cH:28][cH:29]2)[c:6]([CH2:21][CH3:22])[n:7][c:8]2[c:9]([F:20])[cH:10][cH:11][c:12]([O:14][CH2:15][C:16](=[O:17])[O:18][CH3:19])[c:13]12)[F:33]>>[F:1][CH:2]([O:3][c:4]1[c:5]([CH2:23][c:24]2[cH:25][cH:26][c:27](-[n:38]3[c:37]([CH:34]([CH3:35])[CH3:36])[n:41][cH:40][cH:39]3)[cH:28][cH:29]2)[c:6]([CH2:21][CH3:22])[n:7][c:8]2[c:9]([F:20])[cH:10][cH:11][c:12]([O:14][CH2:15][C:16](=[O:17])[O:18][CH3:19])[c:13]12)[F:33].